From a dataset of the Open Reaction Database (ORD), a public repository of structured organic reaction records. describe an organic reaction: reactants, conditions, products, and yield The reactants are COC(C1=CC=C(C=C1)C=C(C1=CC=C(C=C1)OC(F)(F)F)C#N)=O (4-[2-cyano-2-(4-trifluoromethoxyphenyl)vinyl]benzoic acid methyl ester), [BH4-].[Na+] (sodium borohydride). The solvent is C1CCOC1 (THF), C1CCOC1 (THF). Reaction conditions: temperature -20 celsius, time 2 hour. Yields the product COC(C1=CC=C(C=C1)CC(C1=CC=C(C=C1)OC(F)(F)F)C#N)=O (4-[2-cyano-2-(4-trifluoromethoxyphenyl)ethyl]benzoic acid methyl ester). The yield is 97.2%. Reaction SMILES: [CH3:1][O:2][C:3](=[O:25])[C:4]1[CH:9]=[CH:8][C:7]([CH:10]=[C:11]([C:23]#[N:24])[C:12]2[CH:17]=[CH:16][C:15]([O:18][C:19]([F:22])([F:21])[F:20])=[CH:14][CH:13]=2)=[CH:6][CH:5]=1.[BH4-].[Na+]>C1COCC1>[CH3:1][O:2][C:3](=[O:25])[C:4]1[CH:9]=[CH:8][C:7]([CH2:10][CH:11]([C:23]#[N:24])[C:12]2[CH:17]=[CH:16][C:15]([O:18][C:19]([F:20])([F:22])[F:21])=[CH:14][CH:13]=2)=[CH:6][CH:5]=1 |f:1.2|. Procedure details: A solution of 4-[2-cyano-2-(4-trifluoromethoxyphenyl)vinyl]benzoic acid methyl ester (9.0 g, 25.92 mmol) in THF (50 mL) was stirred and cooled to −20° C. A solution of sodium borohydride in THF (100 mL) was added during 20 minutes. The cooling bath was removed and the mixture was stirred for two hours at room temperature and then kept at 5° C. for 16 hours. Ice (100 g) was added and the mixture was neutralised (pH 4-5) with 1 M hydrochloric acid (50 mL). The resulting mixture was extracted with ... Reactants: [BH4-], CO, [Na+], O=Cc1cnc(C2OCCO2)s1, O. Yields the product OCc1cnc(C2OCCO2)s1. Reaction SMILES: [BH4-:13].[CH3:16][OH:17].[Na+:14].[O:1]1[CH:2]([c:6]2[s:7][c:8]([CH:11]=[O:12])[cH:9][n:10]2)[O:3][CH2:4][CH2:5]1.[OH2:15]>>[O:1]1[CH:2]([c:6]2[s:7][c:8]([CH2:11][OH:12])[cH:9][n:10]2)[O:3][CH2:4][CH2:5]1.